Dataset: the Open Reaction Database (ORD), a public repository of structured organic reaction records. Task: describe an organic reaction: reactants, conditions, products, and yield Starting materials: CC[NH+](CC)CC.CC[NH+](CC)CC.C(=O)([O-])[O-] (MP-carbonate resin), COC=1C=CC2=C(N(C(C=N2)=O)CCN2CCC(CC2)NC(OC(C)(C)C)=O)N1 (1,1-dimethylethyl (1-{2-[6-(methyloxy)-3-oxopyrido[2,3-b]pyrazin-4(3H)-yl]ethyl}-4-piperidinyl)carbamate), CO (MeOH). Solvent: C(Cl)Cl.FC(C(=O)O)(F)F (DCM trifluoroacetic acid), C(Cl)Cl (DCM). Product: NC1CCN(CC1)CCN1C2=C(N=CC1=O)C=CC(=N2)OC (4-[2-(4-Amino-1-piperidinyl)ethyl]-6-(methyloxy)pyrido[2,3-b]pyrazin-3(4H)-one). The yield is 96.1%. Reaction SMILES: [CH3:1][O:2][C:3]1[CH:4]=[CH:5][C:6]2[N:11]=[CH:10][C:9](=[O:12])[N:8]([CH2:13][CH2:14][N:15]3[CH2:20][CH2:19][CH:18]([NH:21]C(=O)OC(C)(C)C)[CH2:17][CH2:16]3)[C:7]=2[N:29]=1.CC[NH+](CC)CC.CC[NH+](CC)CC.C([O-])([O-])=O.CO>C(Cl)Cl.FC(F)(F)C(O)=O.C(Cl)Cl>[NH2:21][CH:18]1[CH2:17][CH2:16][N:15]([CH2:14][CH2:13][N:8]2[C:9](=[O:12])[CH:10]=[N:11][C:6]3[CH:5]=[CH:4][C:3]([O:2][CH3:1])=[N:29][C:7]2=3)[CH2:20][CH2:19]1 |f:1.2.3,5.6|. Procedure: A solution of 1,1-dimethylethyl (1-{2-[6-(methyloxy)-3-oxopyrido[2,3-b]pyrazin-4(3H)-yl]ethyl}-4-piperidinyl)carbamate (470 mg, 1.2 mmol) in DCM/trifluoroacetic acid (10 ml/10 ml) was stirred at rt for 30 minutes then evaporated to dryness. The residue was triturated with ether and then resultant solid dried in vacuo. The solid was dissolved in DCM/MeOH (20 ml/20 ml) and treated with MP-carbonate resin (2.3 mmol of carbonate per gram, 3 g, ca 8 mmol). After 1.5 hours the mixture was filtered, wa... The reactants are OCC1=C(C=2C(=NC=CC2)N1)C (2-hydroxymethyl-3-methylpyrrolo [2,3-b]pyridine), BrCCC1=CC=CC=C1 ((2-bromoethyl)benzene). The solvent is C(C)#N (acetonitril). Product: Br.OCC1=C(C=2C(N(C=CC2)CCC2=CC=CC=C2)=N1)C (2-Hydroxymethyl-3-methyl-7-(2-phenylethyl)pyrrolo[2,3-b]pyridine hydrobromide). RXN SMILES: [OH:1][CH2:2][C:3]1[NH:11][C:6]2=[N:7][CH:8]=[CH:9][CH:10]=[C:5]2[C:4]=1[CH3:12].[Br:13][CH2:14][CH2:15][C:16]1[CH:21]=[CH:20][CH:19]=[CH:18][CH:17]=1>C(#N)C>[BrH:13].[OH:1][CH2:2][C:3]1[N:11]=[C:6]2[N:7]([CH2:14][CH2:15][C:16]3[CH:21]=[CH:20][CH:19]=[CH:18][CH:17]=3)[CH:8]=[CH:9][CH:10]=[C:5]2[C:4]=1[CH3:12] |f:3.4|. Reported procedure: A solution of 0.11 g (0.68 mmol) 2-hydroxymethyl-3-methylpyrrolo [2,3-b]pyridine and 0.13 g (7 mmol) (2-bromoethyl)benzene in 5 ml acetonitril was refluxed for 24 h. The solvent was evaporated. Chromatography on silica gel eluting with methylene chloride and methanol (10:1) gave the desired product. (0.03 g 13%). The reactants are COc1c(NC(C)=O)c(O)c(OC)c2occc12, OCCCl, O, Cc1ccc(S(=O)(=O)O)cc1. Yields the product COc1c(NC(C)=O)c(OCCCl)c(OC)c2occc12. Reaction SMILES: [C:1]([CH3:2])(=[O:3])[NH:4][c:5]1[c:6]([OH:18])[c:7]([O:16][CH3:17])[c:8]2[c:9]([cH:10][cH:11][o:12]2)[c:13]1[O:14][CH3:15].[Cl:30][CH2:31][CH2:32][OH:33].[OH2:34].[OH:19][S:20]([c:21]1[cH:22][cH:23][c:24]([CH3:25])[cH:26][cH:27]1)(=[O:28])=[O:29]>>[C:1]([CH3:2])(=[O:3])[NH:4][c:5]1[c:6]([O:18][CH2:32][CH2:31][Cl:30])[c:7]([O:16][CH3:17])[c:8]2[c:9]([cH:10][cH:11][o:12]2)[c:13]1[O:14][CH3:15]. Reactants: NC=1SC(=C(C1C#N)C)C (2-amino-4,5-dimethylthiophene-3-carbonitrile), C(C)(=O)O.N (ammonia acetate), C(C)(OCC)(OCC)OCC (triethyl orthoacetate). Run at temperature 120 celsius, time 8 hour. Yields the product CC=1N=C(C2=C(N1)SC(=C2C)C)N (2,5,6-Trimethylthieno[2,3-d]pyrimidin-4-amine). Yield: 20.4%. Reaction SMILES: [NH2:1][C:2]1[S:3][C:4]([CH3:10])=[C:5]([CH3:9])[C:6]=1[C:7]#[N:8].[C:11](O)(=O)[CH3:12].[NH3:15].C(OCC)(OCC)(OCC)C>>[CH3:11][C:12]1[N:8]=[C:7]([NH2:15])[C:6]2[C:5]([CH3:9])=[C:4]([CH3:10])[S:3][C:2]=2[N:1]=1 |f:1.2|. Procedure details: A mixture of 2-amino-4,5-dimethylthiophene-3-carbonitrile (200 mg, 1.32 mmol), ammonia acetate (204 mg, 2.64 mmol), and triethyl orthoacetate (2.0 mL) was stirred in a sealed tube at 120° C. overnight. After the reaction mixture was cooling down to room temperature, the precipitate was collected by filtration, rinsed with EtOAc and dried in the air to give title compound (52 mg, 60%) as a yellow solid. 1H NMR (400 MHz, CDCl3) δ2.41 (s, 3H), 2.45 (s, 3H), 2.56 (s, 3H), 5.28 (bs, 2H). MS 194 (MH+)... Starting materials: B (borane), COC(=O)C12CCC(CC1)(CC2)CCC(=O)O (3-[4-(methoxycarbonyl)bicyclo[2.2.2]oct-1-yl]propanoic acid), Cl (HCl). Run in O1CCCC1 (tetrahydrofuran). The product is OCCCC12CCC(CC1)(CC2)C(=O)OC (methyl 4-(3-hydroxypropyl)bicyclo[2.2.2]octane-1-carboxylate). RXN SMILES: [CH3:1][O:2][C:3]([C:5]12[CH2:12][CH2:11][C:8]([CH2:13][CH2:14][C:15](O)=[O:16])([CH2:9][CH2:10]1)[CH2:7][CH2:6]2)=[O:4].B.Cl>O1CCCC1>[OH:16][CH2:15][CH2:14][CH2:13][C:8]12[CH2:9][CH2:10][C:5]([C:3]([O:2][CH3:1])=[O:4])([CH2:12][CH2:11]1)[CH2:6][CH2:7]2. Reported procedure: Carboxylic acid 11-3 (400 mg, 1.67 mmol) was dissolved in tetrahydrofuran (5 mL) and borane (1 M solution in THF, 2.17 mL, 1.3 eq.) was added dropwise at room temperature. After 2 h the reaction was added to 50 mL of 1 N HCl and then extracted three times with 50 mL of methylene chloride. The combined organic layers were dried over magnesium sulfate and the solvent was removed under reduced pressure to afford crude methyl 4-(3-hydroxypropyl)bicyclo[2.2.2]octane-1-carboxylate (11-4) which was use... Reactants: COC(CC1=C(C=CC=C1)C(N[S@](=O)C(C)(C)C)C1=CC=C(C=C1)C(F)(F)F)(C)OC ((R)—N-((2-(2,2-Dimethoxypropyl)phenyl)(4-(trifluoromethyl)phenyl)methyl)-2-methylpropane-2-sulfinamide), C(OC)(OC)OC (trimethyl orthoformate), C(C)(=O)O[BH-](OC(C)=O)OC(C)=O.[Na+] (sodium triacetoxyborohydride), O1CCOCC1 (1,4-dioxane). The solvent is ClCCCl (DCE), Cl (hydrogen chloride). Run at time 20 minute. Yields the product CC1NC(C2=CC=CC=C2C1)C1=CC=C(C=C1)C(F)(F)F (3-Methyl-1-(4-(trifluoromethyl)phenyl)-1,2,3,4-tetrahydroisoquinoline). As a reaction SMILES: CO[C:3](OC)([CH3:29])[CH2:4][C:5]1[CH:10]=[CH:9][CH:8]=[CH:7][C:6]=1[CH:11]([C:19]1[CH:24]=[CH:23][C:22]([C:25]([F:28])([F:27])[F:26])=[CH:21][CH:20]=1)[NH:12][S@@](C(C)(C)C)=O.O1CCOCC1.C(OC)(OC)OC.C(O[BH-](OC(=O)C)OC(=O)C)(=O)C.[Na+]>ClCCCl.Cl>[CH3:29][CH:3]1[CH2:4][C:5]2[C:6](=[CH:7][CH:8]=[CH:9][CH:10]=2)[CH:11]([C:19]2[CH:24]=[CH:23][C:22]([C:25]([F:28])([F:27])[F:26])=[CH:21][CH:20]=2)[NH:12]1 |f:3.4|. Procedure details: (R)—N-((2-(2,2-Dimethoxypropyl)phenyl)(4-(trifluoromethyl)phenyl)methyl)-2-methylpropane-2-sulfinamide (6.650000 g, 15 mmol) was dissolved in 150 mL of DCE and hydrogen chloride, 4.0 m solution in 1,4-dioxane (11 mL, 44 mmol) was added. Stirring was continued for 20 min and trimethyl orthoformate (8.0 mL, 73 mmol) and sodium triacetoxyborohydride (11 g, 51 mmol) were added. TLC-analysis showed a complex product mixture but LCMS showed the formation of some desired product along with a lot of ful...